This data is from the Open Reaction Database (ORD), a public repository of structured organic reaction records. The task is: describe an organic reaction: reactants, conditions, products, and yield Reaction SMILES: [CH:1]([C:4]1[C:5]([CH3:13])=[C:6]([CH:10]=[CH:11][CH:12]=1)[C:7](O)=[O:8])([CH3:3])[CH3:2].CN(C=O)C.S(Cl)([Cl:21])=O>>[CH:1]([C:4]1[C:5]([CH3:13])=[C:6]([CH:10]=[CH:11][CH:12]=1)[C:7]([Cl:21])=[O:8])([CH3:3])[CH3:2]. The product is C(C)(C)C=1C(=C(C(=O)Cl)C=CC1)C (3-isoproyl-2-methyl-benzoyl chloride). Procedure: 3-Isopropyl-2-methyl-benzoic acid (0.75 g) was refluxed in ca. 3 mL of thionyl chloride with a drop of DMF fro several hours and thionyl chloride was removed in vacuo to yield 3-isoproyl-2-methyl-benzoyl chloride. The acid chloride was dissolved in 5 ML of CH2Cl2 and added slowly and simultaneously but separately with 5 mL of aqueous NaOH (0.265 g, 6.6 mmol) to a solution of 3,5-dimethyl-benzoic acid N-tert-butyl-hydrazide (0.973 g, 4.4 mmol) dissolved in 10 mL of CH2Cl2 prechilled to −5° C. Dur... The reactants are C(C)(C)C=1C(=C(C(=O)O)C=CC1)C (3-Isopropyl-2-methyl-benzoic acid), CN(C)C=O (DMF), S(=O)(Cl)Cl (thionyl chloride).